From a dataset of the Open Reaction Database (ORD), a public repository of structured organic reaction records. describe an organic reaction: reactants, conditions, products, and yield Starting materials: O1C(COC2=C(C(=O)CCC(=O)OC)C=CC=C2)C1 (methyl 3-[2-(2,3-epoxypropoxy) benzoyl]-propionate), C(C)(C)N (isopropylamine). Run in CO (methanol). Yields the product OC(COC1=C(C(=O)CCC(=O)OC)C=CC=C1)CNC(C)C (methyl 3-[2-(2-hydroxy-3-isopropylaminopropoxy)benzoyl]propionate). The yield is 101.7%. RXN SMILES: [O:1]1[CH2:19][CH:2]1[CH2:3][O:4][C:5]1[CH:18]=[CH:17][CH:16]=[CH:15][C:6]=1[C:7]([CH2:9][CH2:10][C:11]([O:13][CH3:14])=[O:12])=[O:8].[CH:20]([NH2:23])([CH3:22])[CH3:21]>CO>[OH:1][CH:2]([CH2:19][NH:23][CH:20]([CH3:22])[CH3:21])[CH2:3][O:4][C:5]1[CH:18]=[CH:17][CH:16]=[CH:15][C:6]=1[C:7]([CH2:9][CH2:10][C:11]([O:13][CH3:14])=[O:12])=[O:8]. Procedure details: A stirred mixture of methyl 3-[2-(2,3-epoxypropoxy) benzoyl]-propionate (8.3g, 0.031 mole), methanol (85 ml), and isopropylamine (16.4 ml, 0.19 mole) was heated under reflux for 90 minutes. Evaporation of the solution under reduced pressure gave methyl 3-[2-(2-hydroxy-3-isopropylaminopropoxy)benzoyl]propionate (10.2 g, 100%)as a pale brown oil.